From a dataset of the Open Reaction Database (ORD), a public repository of structured organic reaction records. describe an organic reaction: reactants, conditions, products, and yield The reactants are CC(C)=CC1C(C(=O)O)C1(C)C, [Cl-], Cl, OCc1cnc(Oc2ccccc2)s1, c1ccccc1, c1ccncc1. The product is CC(C)=CC1C(C(=O)OCc2cnc(Oc3ccccc3)s2)C1(C)C. As a reaction SMILES: [CH3:16][C:17]1([CH3:27])[CH:18]([C:24](=[O:25])[OH:26])[CH:19]1[CH:20]=[C:21]([CH3:22])[CH3:23].[Cl-:15].[ClH:28].[O:1]([c:2]1[cH:3][cH:4][cH:5][cH:6][cH:7]1)[c:8]1[s:9][c:10]([CH2:13][OH:14])[cH:11][n:12]1.[cH:29]1[cH:30][cH:31][cH:32][cH:33][cH:34]1.[cH:35]1[cH:36][cH:37][n:38][cH:39][cH:40]1>>[O:1]([c:2]1[cH:3][cH:4][cH:5][cH:6][cH:7]1)[c:8]1[s:9][c:10]([CH2:13][O:14][C:24]([CH:18]2[C:17]([CH3:16])([CH3:27])[CH:19]2[CH:20]=[C:21]([CH3:22])[CH3:23])=[O:25])[cH:11][n:12]1.